From a dataset of the Open Reaction Database (ORD), a public repository of structured organic reaction records. describe an organic reaction: reactants, conditions, products, and yield Starting materials: Cl (hydrochloric acid), COCOC=1C=C(C=O)C=CC1N1CCOCC1 (3-Methoxymethoxy-4-(morpholin-4-yl)benzaldehyde), C(O)([O-])=O.[Na+] (sodium hydrogen carbonate). Run in CO (methanol). Run at temperature 60 celsius, time 18 hour. The product is OC=1C=C(C=O)C=CC1N1CCOCC1 (3-Hydroxy-4-(morpholin-4-yl)benzaldehyde). Yield: 100.5%. RXN SMILES: COC[O:4][C:5]1[CH:6]=[C:7]([CH:10]=[CH:11][C:12]=1[N:13]1[CH2:18][CH2:17][O:16][CH2:15][CH2:14]1)[CH:8]=[O:9].Cl.C(=O)([O-])O.[Na+]>CO>[OH:4][C:5]1[CH:6]=[C:7]([CH:10]=[CH:11][C:12]=1[N:13]1[CH2:18][CH2:17][O:16][CH2:15][CH2:14]1)[CH:8]=[O:9] |f:2.3|. Procedure: 3-Methoxymethoxy-4-(morpholin-4-yl)benzaldehyde (0.35 g) was dissolved in methanol (10 mL). To the mixture was added 2 mol/L hydrochloric acid (5 mL), and the mixture was stirred at 60° C. for 18 hours. To the reaction mixture was added a saturated aqueous sodium hydrogen carbonate solution, and the resulting mixture was extracted with ethyl acetate. The organic layer was washed with brine and dried over anhydrous magnesium sulfate. The solvent was removed under reduced pressure to give the titl... Starting materials: COC(C)(C)C, CCCCO, CC(C)N, Nc1nc2cc(C(F)(F)F)cc(Cl)n2n1, O. Product: CC(C)Nc1cc(C(F)(F)F)cc2nc(N)nn12. As a reaction SMILES: [C:26]([O:27][CH3:28])([CH3:29])([CH3:30])[CH3:31].[CH2:20]([OH:21])[CH2:22][CH2:23][CH3:24].[CH3:16][CH:17]([CH3:18])[NH2:19].[Cl:1][c:2]1[cH:3][c:4]([C:12]([F:13])([F:14])[F:15])[cH:5][c:6]2[n:7]1[n:8][c:9]([NH2:11])[n:10]2.[OH2:25]>>[c:2]1([NH:19][CH:17]([CH3:16])[CH3:18])[cH:3][c:4]([C:12]([F:13])([F:14])[F:15])[cH:5][c:6]2[n:7]1[n:8][c:9]([NH2:11])[n:10]2. The reactants are CC1(C(N(C2=CC=CC=C12)C(=O)OC(C)(C)C)C(=O)OCC)C (1-tert-butyl 2-ethyl 3,3-dimethylindoline-1,2-dicarboxylate), CO (MeOH), [OH-].[Li+] (lithium hydroxide). The solvent is C1CCOC1 (THF), O (water). Conditions: temperature 50 celsius. Product: C(C)(C)(C)OC(=O)N1C(C(C2=CC=CC=C12)(C)C)C(=O)O (1-(tert-butoxycarbonyl)-3,3-dimethylindoline-2-carboxylic acid). Yield: 96.4%. Reaction SMILES: [CH3:1][C:2]1([CH3:23])[C:10]2[C:5](=[CH:6][CH:7]=[CH:8][CH:9]=2)[N:4]([C:11]([O:13][C:14]([CH3:17])([CH3:16])[CH3:15])=[O:12])[CH:3]1[C:18]([O:20]CC)=[O:19].CO.[OH-].[Li+]>C1COCC1.O>[C:14]([O:13][C:11]([N:4]1[C:5]2[C:10](=[CH:9][CH:8]=[CH:7][CH:6]=2)[C:2]([CH3:23])([CH3:1])[CH:3]1[C:18]([OH:20])=[O:19])=[O:12])([CH3:17])([CH3:15])[CH3:16] |f:2.3|. Reported procedure: To a solution of 1-tert-butyl 2-ethyl 3,3-dimethylindoline-1,2-dicarboxylate (0.25 g, 783 μmol, Eq: 1.00) in THF (3.2 mL)/MeOH (1.8 mL) was added lithium hydroxide (126 mg, 5.26 mmol, Eq: 6.72) dissolved in water (1 mL) and the resulting suspension was heated at 50° C. for 36 h. The reaction mixture was concentrated in vacuo and then the residue was taken up in water and washed with diethyl ether. The aqueous layer was then carefully acidified to pH˜3 with 1 M aqueous HCl and extracted with EtOA... Reactants: [Al+3], c1ccc2c(c1)CCCO2, CC(=O)Cl, [Cl-], [Cl-], [Cl-], ClCCl, Cl. The product is CC(=O)c1ccc2c(c1)CCCO2. RXN SMILES: [Al+3:8].[CH2:9]1[CH2:10][O:11][c:12]2[cH:13][cH:14][cH:15][cH:16][c:17]2[CH2:18]1.[CH3:1][C:2]([Cl:3])=[O:4].[Cl-:5].[Cl-:6].[Cl-:7].[Cl:20][CH2:21][Cl:22].[ClH:19]>>[CH3:1][C:2](=[O:4])[c:15]1[cH:14][cH:13][c:12]2[c:17]([cH:16]1)[CH2:18][CH2:9][CH2:10][O:11]2. The reactants are [H-].[Al+3].[Li+].[H-].[H-].[H-] (lithium aluminum hydride), [I-].[Li+] (lithium iodide), COC(C)(C)C (tert-butyl methyl ether), C(C1=CC=CC=C1)(C1=CC=CC=C1)(C1=CC=CC=C1)OC1C=CC(C1)=O (4-trityloxy-2-cyclopentenone). The solvent is C1(=CC=CC=C1)C (toluene). Reaction conditions: temperature -20 celsius, time 1 hour. Yields the product C(C1=CC=CC=C1)(C1=CC=CC=C1)(C1=CC=CC=C1)O[C@H]1C=C[C@H](C1)O ((+/-)-cis-4-trityloxy-2-cyclopentenol). Yield: 94.5%. RXN SMILES: [C:1]([O:20][CH:21]1[CH2:25][C:24](=[O:26])[CH:23]=[CH:22]1)([C:14]1[CH:19]=[CH:18][CH:17]=[CH:16][CH:15]=1)([C:8]1[CH:13]=[CH:12][CH:11]=[CH:10][CH:9]=1)[C:2]1[CH:7]=[CH:6][CH:5]=[CH:4][CH:3]=1.[H-].[Al+3].[Li+].[H-].[H-].[H-].[I-].[Li+].COC(C)(C)C>C1(C)C=CC=CC=1>[C:1]([O:20][C@@H:21]1[CH2:25][C@H:24]([OH:26])[CH:23]=[CH:22]1)([C:8]1[CH:9]=[CH:10][CH:11]=[CH:12][CH:13]=1)([C:14]1[CH:19]=[CH:18][CH:17]=[CH:16][CH:15]=1)[C:2]1[CH:3]=[CH:4][CH:5]=[CH:6][CH:7]=1 |f:1.2.3.4.5.6,7.8|. Procedure details: A slurry of 4-trityloxy-2-cyclopentenone (1.03 g, 3.03 mmol, prepared in example 27) in toluene (8 mL) is cooled to -20° C. and treated sequentially with lithium aluminum hydride (76 mg, 2.0 mL), lithium iodide (1.06 g, 7.9 mmol) and dropwise with tert-butyl methyl ether (2 mL, over 5 minutes). The reaction is stirred for 1 hour at -20° C., warmed to 0° C. over 30 minutes, and stirred at 0° C. to 15° C. for 4 hours. The reaction is quenched by slow addition of 1N NaOH (2 mL) and then the reactio... Reactants: N1CCCCC1 (piperidine), C(C)(=O)O (acetic acid), BrC=1C=C2C(=CNC2=CC1)CC(=O)N (2-(5-bromo-1H-indol-3-yl)-acetamide), COC(C(C=1C=C2CCCN3C2=C(C1)CC3)=O)=O (oxo-(1,2,5,6-tetrahydro-4H-pyrrolo[3,2,1-ij]quinolin-8-yl)-acetic acid methyl ester), CC(C)([O-])C.[K+] (potassium tert-butoxide). Run in O1CCCC1 (tetrahydrofuran). Reaction conditions: temperature 0 celsius, time 30 minute. Product: BrC=1C=C2C(=CNC2=CC1)C=1C(NC(C1C=1C=C2CCCN3C2=C(C1)CC3)=O)=O (3-(5-bromo-1H-indol-3-yl)-4-(1,2,5,6-tetrahydro-4H-pyrrolo[3,2,1-ij]quinolin-8-yl)-pyrrole-2,5-dione). The yield is 46.0%. RXN SMILES: [Br:1][C:2]1[CH:3]=[C:4]2[C:8](=[CH:9][CH:10]=1)[NH:7][CH:6]=[C:5]2[CH2:11][C:12]([NH2:14])=[O:13].C[O:16][C:17](=O)[C:18](=O)[C:19]1[CH:20]=[C:21]2[C:26]3=[C:27]([CH2:29][CH2:30][N:25]3[CH2:24][CH2:23][CH2:22]2)[CH:28]=1.CC(C)([O-])C.[K+].N1CCCCC1.C(O)(=O)C>O1CCCC1>[Br:1][C:2]1[CH:3]=[C:4]2[C:8](=[CH:9][CH:10]=1)[NH:7][CH:6]=[C:5]2[C:11]1[C:12](=[O:13])[NH:14][C:17](=[O:16])[C:18]=1[C:19]1[CH:20]=[C:21]2[C:26]3=[C:27]([CH2:29][CH2:30][N:25]3[CH2:24][CH2:23][CH2:22]2)[CH:28]=1 |f:2.3|. Reported procedure: To a solution of 2-(5-bromo-1H-indol-3-yl)-acetamide (500 mg, 1.98 mmol) and oxo-(1,2,5,6-tetrahydro-4H-pyrrolo[3,2,1-ij]quinolin-8-yl)-acetic acid methyl ester (404 mg, 1.65 mmol) in anhydrous tetrahydrofuran at 0° C. was added a solution of potassium tert-butoxide (4.95 ml, 4.95 mmol; 1M solution in tetrahydrofuran) dropwise over 5 minutes. The reaction was stirred for a further 30 minutes then cooled to 0° C. and quenched with water (50 ml) and acidified to pH6 with aqueous 2M hydrochloric ac...